This data is from the Open Reaction Database (ORD), a public repository of structured organic reaction records. The task is: describe an organic reaction: reactants, conditions, products, and yield Starting materials: Br.ClC=1C=C(C=C(C1)Cl)C=1OC(C(N1)(C)C)=CBr (2-(3',5'-dichlorophenyl)-4,4-dimethyl-5-bromomethylenoxazoline hydrobromide), S(O)(O)(=O)=O (sulfuric acid), ice water. Run in O (Water). Conditions: temperature 50 celsius. Product: BrCC(C(C)(C)NC(C1=CC(=CC(=C1)Cl)Cl)=O)=O (N-(3'-Bromo-1',1'-dimethylacetonyl)-3,5-dichlorobenzamide). As a reaction SMILES: Br.[Cl:2][C:3]1[CH:4]=[C:5]([C:10]2[O:11][C:12](=[CH:17][Br:18])[C:13]([CH3:16])([CH3:15])[N:14]=2)[CH:6]=[C:7]([Cl:9])[CH:8]=1.S(=O)(=O)(O)[OH:20]>O>[Br:18][CH2:17][C:12](=[O:11])[C:13]([NH:14][C:10](=[O:20])[C:5]1[CH:4]=[C:3]([Cl:2])[CH:8]=[C:7]([Cl:9])[CH:6]=1)([CH3:16])[CH3:15] |f:0.1|. Procedure details: N- (1',1'-dimethylpropynyl)-3,5-dichlorobenzamide (40 gm, 0.156 m) was dissolved in methylene chloride (600 ml) and bromine (25 gm, 0.156 m) in methylene chloride (100 ml) was added gradually with stirring at room temperature. After the complete addition of the bromine, the mixture was stirred for another 15 minutes and diluted with hexane (500 ml). The yellowish-white precipitate which formed was filtered and dried to yield 58 gm of 2-(3',5'-dichlorophenyl)-4,4-dimethyl-5-bromomethylenoxazoline... Reactants: [Cl-].FC1=CC=C(C(C[N+]2=CC=CC=C2)=O)C=C1 (1-(4'-fluorophenacyl)-pyridinium chloride), FC1=CC=C(C=C1)C(C=CC1=CC=C(C=C1)N(C)C)=O (1-(4-fluorophenyl)-3-(4'-dimethylaminophenyl)-1-oxoprop-2-ene), C(C)(=O)[O-].[NH4+] (ammonium acetate). Solvent: C(C)(=O)O (acetic acid). Reaction conditions: time 17 hour. Product: 10.5, CN(C1=CC=C(C=C1)C1=CC(=NC(=C1)C1=CC=C(C=C1)F)C1=CC=C(C=C1)F)C (4-(4-dimethylamino-phenyl)-2,6-bis-(4'-fluorophenyl)-pyridine). Reaction SMILES: [Cl-].[F:2][C:3]1[CH:17]=[CH:16][C:6]([C:7](=O)[CH2:8][N+]2C=CC=CC=2)=[CH:5][CH:4]=1.[F:18][C:19]1[CH:24]=[CH:23][C:22]([C:25](=O)[CH:26]=[CH:27][C:28]2[CH:33]=[CH:32][C:31]([N:34]([CH3:36])[CH3:35])=[CH:30][CH:29]=2)=[CH:21][CH:20]=1.C([O-])(=O)C.[NH4+:42]>C(O)(=O)C>[CH3:35][N:34]([CH3:36])[C:31]1[CH:32]=[CH:33][C:28]([C:27]2[CH:26]=[C:25]([C:22]3[CH:23]=[CH:24][C:19]([F:18])=[CH:20][CH:21]=3)[N:42]=[C:7]([C:6]3[CH:5]=[CH:4][C:3]([F:2])=[CH:17][CH:16]=3)[CH:8]=2)=[CH:29][CH:30]=1 |f:0.1,3.4|. Procedure details: 10.06 parts of 1-(4'-fluorophenacyl)-pyridinium chloride and 10.76 parts of 1-(4-fluorophenyl)-3-(4'-dimethylaminophenyl)-1-oxoprop-2-ene are heated at 130° C. for 81/2 hours together with 34 parts of ammonium acetate in 50 parts of glacial acetic acid. The mixture is stirred for 17 hours at room temperature, after which the precipitated colorless crystals are filtered off under suction, washed with methanol and water and dried at 60° C. in a drying oven to give 10.5 parts of 4-(4-dimethylamino-... Starting materials: 2′-benzoate, product, C(C1=CC=CC=C1)(=O)Cl (benzoyl chloride), N1=CC=CC=C1.ClCCl (pyridine dichlormethane). Reagents/catalysts: CN(C)C=1C=CN=CC1 (DMAP). The product is CCN(C(C)C)C(C)C (Hünig's base). Reaction SMILES: C(Cl)(=O)[C:2]1[CH:7]=[CH:6]C=CC=1.[N:10]1[CH:15]=[CH:14]C=[CH:12][CH:11]=1.Cl[CH2:17]Cl>CN(C1C=CN=CC=1)C>[CH3:14][CH2:15][N:10]([CH:7]([CH3:6])[CH3:2])[CH:11]([CH3:12])[CH3:17] |f:1.2|. Procedure details: The following stages have been newly invented: using sodium azide in DMF, 29 was reacted to give the azide 30 and this was reduced with triphenylphosphine in pyridine to give the aminoethyluracil 31. The amino function in 31 was finally protected with N-ethoxycarbonylphtalimide (Scheme 2). Nucleosidation of ribose tetrabenzoate 33 with N-phtaloylaminoethyluracil 32 produced the ribose tribenzoate 34 in good yields. The anomeric centre of the pyranose ring is in the β configuration, as can be cle... The solvent is CC(CC)=O (2-butanone). Reported procedure: 49.5 g of succinamide was dissolved in 750 ml of 2-butanone under heating. 187.9 g of dibromoethane and 138 g of anhydrous potassium carbonate were added to the solution and the mixture was heated under reflux for 9.5 h. The product is BrCCN1C(CCC1=O)=O (1-bromo-2-succinimidoethane). As a reaction SMILES: [C:1]([NH2:8])(=[O:7])[CH2:2][CH2:3][C:4](N)=[O:5].[Br:9][CH:10](Br)[CH3:11].C(=O)([O-])[O-].[K+].[K+]>CC(=O)CC>[Br:9][CH2:10][CH2:11][N:8]1[C:1](=[O:7])[CH2:2][CH2:3][C:4]1=[O:5] |f:2.3.4|. Starting materials: BrC(C)Br (dibromoethane), C([O-])([O-])=O.[K+].[K+] (potassium carbonate), C(CCC(=O)N)(=O)N (succinamide). The reactants are FC1=C(C=CC=C1)[C@@]12N=C(O[C@@H]([C@@H]1[C@H](OC2)C)C(F)(F)F)N ((4S,4aS,5R,7aS)-7a-(2-fluorophenyl)-5-methyl-4-(trifluoromethyl)-4a,5,7,7a-tetrahydro-4H-furo[3,4-d][1,3]oxazin-2-amine), [N+](=O)(O)[O-] (nitric acid). Reaction conditions: time 90 minute. Yields the product FC1=C(C=C(C=C1)[N+](=O)[O-])[C@@]12N=C(O[C@@H]([C@@H]1[C@H](OC2)C)C(F)(F)F)N ((4S,4aS,5R,7aS)-7a-(2-fluoro-5-nitrophenyl)-5-methyl-4-(trifluoromethyl)-4a,5,7,7a-tetrahydro-4H-furo[3,4-d][1,3]oxazin-2-amine). The yield is 84.5%. RXN SMILES: [F:1][C:2]1[CH:7]=[CH:6][CH:5]=[CH:4][C:3]=1[C@:8]12[CH2:16][O:15][C@H:14]([CH3:17])[C@H:13]1[C@@H:12]([C:18]([F:21])([F:20])[F:19])[O:11][C:10]([NH2:22])=[N:9]2.[N+:23]([O-])([OH:25])=[O:24]>>[F:1][C:2]1[CH:7]=[CH:6][C:5]([N+:23]([O-:25])=[O:24])=[CH:4][C:3]=1[C@:8]12[CH2:16][O:15][C@H:14]([CH3:17])[C@H:13]1[C@@H:12]([C:18]([F:19])([F:20])[F:21])[O:11][C:10]([NH2:22])=[N:9]2. Procedure: (4S,4aS,5R,7aS)-7a-(2-fluorophenyl)-5-methyl-4-(trifluoromethyl)-4a,5,7,7a-tetrahydro-4H-furo[3,4-d][1,3]oxazin-2-amine (Preparation Example 30-(7)) (226 mg, 0.71 mmol) was dissolved in nitric acid (4.80 g, 76.20 mmol). The reaction was then stirred at RT for 90 min. LCMS (Agilent Method A) retention time 3.25 min, ES+: 364 [MH]+. The reaction was concentrated and purified by flash chromatography (Hexane/EtOAc 20-100%). 218 mg (84% yield) of the title compound (85%) and its isomer (15%) were iso...